From a dataset of the Open Reaction Database (ORD), a public repository of structured organic reaction records. describe an organic reaction: reactants, conditions, products, and yield Starting materials: C1(=CC=CC=C1)S(=O)C1=CC=CC=C1 (diphenylsulfoxide), FC(C(=O)OC(C(F)(F)F)=O)(F)F (trifluoroacetic anhydride), FC(C(C(C(C(C(C(C(F)(F)F)(F)F)(F)F)(F)F)(F)F)(F)F)(F)F)(S(=O)(=O)O)F (perfluorooctanesulfonic acid). Solvent: C1(=CC=CC=C1)C (toluene). Conditions: time 1 hour. The product is FC(C(C(C(C(C(C(C(F)(F)F)(F)F)(F)F)(F)F)(F)F)(F)F)(F)F)(S(=O)(=O)[O-])F.C1(=CC=CC=C1)[S+](C1=CC=C(C=C1)C)C1=CC=CC=C1 (diphenyl-p-tolylsulfonium perfluorooctanesulfonate). Isolated yield 190.6%. RXN SMILES: [C:1]1([S:7]([C:9]2[CH:14]=[CH:13][CH:12]=[CH:11][CH:10]=2)=O)[CH:6]=[CH:5][CH:4]=[CH:3][CH:2]=1.FC(F)(F)C(OC(=O)C(F)(F)F)=O.[F:28][C:29]([F:56])([S:52]([OH:55])(=[O:54])=[O:53])[C:30]([F:51])([F:50])[C:31]([F:49])([F:48])[C:32]([F:47])([F:46])[C:33]([F:45])([F:44])[C:34]([F:43])([F:42])[C:35]([F:41])([F:40])[C:36]([F:39])([F:38])[F:37]>C1(C)C=CC=CC=1>[F:56][C:29]([F:28])([S:52]([O-:55])(=[O:54])=[O:53])[C:30]([F:50])([F:51])[C:31]([F:49])([F:48])[C:32]([F:46])([F:47])[C:33]([F:45])([F:44])[C:34]([F:43])([F:42])[C:35]([F:41])([F:40])[C:36]([F:39])([F:38])[F:37].[C:9]1([S+:7]([C:1]2[CH:2]=[CH:3][CH:4]=[CH:5][CH:6]=2)[C:34]2[CH:33]=[CH:32][C:31]([CH3:30])=[CH:36][CH:35]=2)[CH:10]=[CH:11][CH:12]=[CH:13][CH:14]=1 |f:4.5|. Procedure: To a solution of diphenylsulfoxide (2.02 g, 10 mmole) in toluene (30 ml), trifluoroacetic anhydride (4.2 g, 20 mmole) was added dropwise at 10° C. or below, then perfluorooctanesulfonic acid (5.0 g, 10 mmole) was added to the mixture, reacted with stirring for 1 hour at 10° C. or below, and then for 2 hours at room temperature. After standing, the oily layer was separated, washed with toluene (30 ml×2) and with n-hexane (30 ml×3) to afford 7.4 g of diphenyl-p-tolylsulfonium perfluorooctanesulfon... The reactants are CC1([C@@H]([C@@H]1C#CC(OCC(Cl)(Cl)Cl)=O)C(=O)OC(C1=CC(=CC=C1)OC1=CC=CC=C1)C)C (α-methyl-3-phenoxyl-benzyl (1R,cis) 2,2-dimethyl-3-[3-oxo-3-(2,2,2-trichloroethoxy)-1-propynyl]-cyclopropane-carboxylate), C(C)(=O)O (acetic acid), O (water). Reagents/catalysts: [Zn] (zinc), [Zn] (zinc). The solvent is C(Cl)Cl (methylene chloride). Run at time 30 minute. Product: CC1([C@@H]([C@@H]1C#CC(O)=O)C(=O)O[C@@H](C1=CC(=CC=C1)OC1=CC=CC=C1)C)C ((R)α-methyl-3-phenoxy-benzyl (1R,cis) 2,2-dimethyl-3-[3-oxo-3-hydroxy-1-propynyl]-cyclo-propane-carboxylate). Isolated yield 98.8%. As a reaction SMILES: [CH3:1][C:2]1([CH3:33])[C@@H:4]([C:5]#[C:6][C:7](=[O:14])[O:8]CC(Cl)(Cl)Cl)[C@H:3]1[C:15]([O:17][CH:18]([CH3:32])[C:19]1[CH:24]=[CH:23][CH:22]=[C:21]([O:25][C:26]2[CH:31]=[CH:30][CH:29]=[CH:28][CH:27]=2)[CH:20]=1)=[O:16].C(O)(=O)C.O>C(Cl)Cl.[Zn]>[CH3:1][C:2]1([CH3:33])[C@@H:4]([C:5]#[C:6][C:7](=[O:8])[OH:14])[C@H:3]1[C:15]([O:17][C@H:18]([CH3:32])[C:19]1[CH:24]=[CH:23][CH:22]=[C:21]([O:25][C:26]2[CH:27]=[CH:28][CH:29]=[CH:30][CH:31]=2)[CH:20]=1)=[O:16]. Procedure details: A solution of 4.16 g of the product of Step A in 4 ml of methylene chloride was admixed with 45 ml of acetic acid containing 10% of water and 0.53 g of zinc powder and the mixture was stirred for 30 minutes at room temperature. then another 0.53 g of zinc powder were added 4 times until The reaction was complete and after 3 hours contact, the mixture was filtered. The filtrate was extracted with methylene chloride and the organic phase was washed with water, dried and evaporated to dryness by az... The reactants are N[C@H]1CC2=CC=CC(=C2CC1)N1CCN(CC1)C ((R)-2-amino-5-(4-methylpiperazin-1-yl)-1,2,3,4-tetrahydronaphthalene), O1CCN(CC1)C1=CC=C(C(=O)O)C=C1 (4-morpholinobenzoic acid), C(=O)(N1C=NC=C1)N1C=NC=C1 (1,1'-carbonyldiimidazole), C(=O)=O (carbon dioxide). Solvent: CN(C=O)C (N,N-dimethylformamide), C(C)#N (acetonitrile), CN(C=O)C (N,N-dimethylformamide). Reaction conditions: temperature 75 celsius, time 18 hour. The product is CN1CCN(CC1)C1=C2CC[C@H](CC2=CC=C1)NC(C1=CC=C(C=C1)N1CCOCC1)=O ((R)-N-[5-(4-Methylpiperazin-1-yl)-1,2,3,4-tetrahydro-2-naphthyl]-4-morpholinobenzamide). Isolated yield 30.5%. Reaction SMILES: [O:1]1[CH2:6][CH2:5][N:4]([C:7]2[CH:15]=[CH:14][C:10]([C:11]([OH:13])=O)=[CH:9][CH:8]=2)[CH2:3][CH2:2]1.C(N1C=CN=C1)(N1C=CN=C1)=O.C(=O)=O.[NH2:31][C@@H:32]1[CH2:41][CH2:40][C:39]2[C:34](=[CH:35][CH:36]=[CH:37][C:38]=2[N:42]2[CH2:47][CH2:46][N:45]([CH3:48])[CH2:44][CH2:43]2)[CH2:33]1>CN(C)C=O.C(#N)C>[CH3:48][N:45]1[CH2:44][CH2:43][N:42]([C:38]2[CH:37]=[CH:36][CH:35]=[C:34]3[C:39]=2[CH2:40][CH2:41][C@@H:32]([NH:31][C:11](=[O:13])[C:10]2[CH:9]=[CH:8][C:7]([N:4]4[CH2:3][CH2:2][O:1][CH2:6][CH2:5]4)=[CH:15][CH:14]=2)[CH2:33]3)[CH2:47][CH2:46]1. Procedure: To a solution of 4-morpholinobenzoic acid (110 mg, 0.51 mmol) in anhydrous N,N-dimethylformamide (10 mL) was added 1,1'-carbonyldiimidazole (87 mg, 0.54 mmol) and the reaction was heated at 75° C. When the carbon dioxide evolution had ceased (after 30 min), the reaction was cooled to room temperature and a solution of (R)-2-amino-5-(4-methylpiperazin-1-yl)-1,2,3,4-tetrahydronaphthalene (120 mg, 0.49 mmol) in anhydrous N,N-dimethylformamide (5 mL) was added. The reaction was allowed to stir at 70... Starting materials: [OH-].[Na+] (sodium hydroxide), C(#N)C1=C(C(=C(C2=C1N=C(O2)NCCCC(=O)OCC)N2C[C@H](CC2)N(C)C)C2=CC=CC=C2)C (ethyl 4-({4-cyano-7-[(3S)-3-(dimethylamino)pyrrolidin-1-yl]-5-methyl-6-phenyl-1,3-benzoxazol-2-yl}amino)butanoate), Cl (hydrochloric acid). Solvent: C(C)O (ethanol). Reaction conditions: time 15 hour. Product: C(#N)C1=C(C(=C(C2=C1N=C(O2)NCCCC(=O)O)N2C[C@H](CC2)N(C)C)C2=CC=CC=C2)C (4-({4-Cyano-7-[(3S)-3-(dimethylamino)pyrrolidin-1-yl]-5-methyl-6-phenyl-1,3-benzoxazol-2-yl}amino)butanoic acid). Yield: 68.8%. Reaction SMILES: [OH-].[Na+].[C:3]([C:5]1[C:10]2[N:11]=[C:12]([NH:14][CH2:15][CH2:16][CH2:17][C:18]([O:20]CC)=[O:19])[O:13][C:9]=2[C:8]([N:23]2[CH2:27][CH2:26][C@H:25]([N:28]([CH3:30])[CH3:29])[CH2:24]2)=[C:7]([C:31]2[CH:36]=[CH:35][CH:34]=[CH:33][CH:32]=2)[C:6]=1[CH3:37])#[N:4].Cl>C(O)C>[C:3]([C:5]1[C:10]2[N:11]=[C:12]([NH:14][CH2:15][CH2:16][CH2:17][C:18]([OH:20])=[O:19])[O:13][C:9]=2[C:8]([N:23]2[CH2:27][CH2:26][C@H:25]([N:28]([CH3:29])[CH3:30])[CH2:24]2)=[C:7]([C:31]2[CH:32]=[CH:33][CH:34]=[CH:35][CH:36]=2)[C:6]=1[CH3:37])#[N:4] |f:0.1|. Reported procedure: With cooling with ice, aqueous 1 N sodium hydroxide solution (536 μl, 0.536 mmol) was added to an ethanol (3.5 ml) solution of ethyl 4-({4-cyano-7-[(3S)-3-(dimethylamino)pyrrolidin-1-yl]-5-methyl-6-phenyl-1,3-benzoxazol-2-yl}amino)butanoate (I-281) (170 mg, 0.357 mmol), followed by stirring at room temperature for 15 hours. With cooling with ice, aqueous 1 N hydrochloric acid solution (536 μl, 0.536 mmol) was added to the reaction liquid, followed by concentration under reduced pressure. The res... Starting materials: C1CNC1, CCCP(=O)(O)O, Cn1ncc(C(=O)O)c1C(=O)Nc1ccn2nc(-c3cccnc3)nc2c1, CCN(C(C)C)C(C)C, C1CCOC1. The product is Cn1ncc(C(=O)N2CCC2)c1C(=O)Nc1ccn2nc(-c3cccnc3)nc2c1. RXN SMILES: [CH2:28]1[CH2:29][NH:30][CH2:31]1.[CH2:32]([P:33]([OH:34])([OH:35])=[O:36])[CH2:37][CH3:38].[CH3:1][n:2]1[n:3][cH:4][c:5]([C:25](=[O:26])[OH:27])[c:6]1[C:7]([NH:8][c:9]1[cH:10][c:11]2[n:12]([cH:13][cH:14]1)[n:15][c:16](-[c:18]1[cH:19][n:20][cH:21][cH:22][cH:23]1)[n:17]2)=[O:24].[CH:39]([N:40]([CH2:41][CH3:42])[CH:43]([CH3:44])[CH3:45])([CH3:46])[CH3:47].[O:48]1[CH2:49][CH2:50][CH2:51][CH2:52]1>>[CH3:1][n:2]1[n:3][cH:4][c:5]([C:25](=[O:27])[N:30]2[CH2:29][CH2:28][CH2:31]2)[c:6]1[C:7]([NH:8][c:9]1[cH:10][c:11]2[n:12]([cH:13][cH:14]1)[n:15][c:16](-[c:18]1[cH:19][n:20][cH:21][cH:22][cH:23]1)[n:17]2)=[O:24]. Starting materials: CCO, [H][H], Nc1c(CO)cccc1[N+](=O)[O-], CN(C)C=O. As a reaction SMILES: [CH3:15][CH2:16][OH:17].[H:13][H:14].[NH2:1][c:2]1[c:3]([CH2:4][OH:5])[cH:6][cH:7][cH:8][c:9]1[N+:10]([O-:11])=[O:12].[O:18]=[CH:19][N:20]([CH3:21])[CH3:22]>>[NH2:1][c:2]1[c:3]([CH2:4][OH:5])[cH:6][cH:7][cH:8][c:9]1[NH2:10]. The product is Nc1cccc(CO)c1N. Procedure: In a 2-neck flask was placed 1,4-dibromobenzene (13.5 g, 57 mmol) with catalyst Pd(PPh3)4 and added 30 mL of benzene and 6 mL of 2 M Na2CO3 aqueous solution. The mixture was then added a methanol solution of dihydroxy-(2-(5-formyl-furyl))borane (2 g, 14 mmol) and heated at reflux for 12 hrs. TLC showed 2 fluorescent spots. The less polar spot was identified as desired dimer product. The mixture was extracted with ether. The combined ether extracts were dried with anhydrous MGSO4 and concentrated... Reagents/catalysts: C=1C=CC(=CC1)[P](C=2C=CC=CC2)(C=3C=CC=CC3)[Pd]([P](C=4C=CC=CC4)(C=5C=CC=CC5)C=6C=CC=CC6)([P](C=7C=CC=CC7)(C=8C=CC=CC8)C=9C=CC=CC9)[P](C=1C=CC=CC1)(C=1C=CC=CC1)C=1C=CC=CC1 (Pd(PPh3)4). Starting materials: BrC1=CC=C(C=C1)Br (1,4-dibromobenzene), C1=CC=CC=C1 (benzene), C(=O)([O-])[O-].[Na+].[Na+] (Na2CO3), dihydroxy-(2-(5-formyl-furyl))borane, CO (methanol). The product is BrC1=CC=C(C=C1)C1=C(OC=C1)C=O (1-bromo-4-(2-formylfuryl)benzene). Yield: 30.0%. RXN SMILES: Br[C:2]1[CH:7]=[CH:6][C:5]([Br:8])=[CH:4][CH:3]=1.[CH:9]1C=C[CH:12]=[CH:11][CH:10]=1.[C:15]([O-:18])([O-])=O.[Na+].[Na+].C[OH:22]>C1C=CC([P]([Pd]([P](C2C=CC=CC=2)(C2C=CC=CC=2)C2C=CC=CC=2)([P](C2C=CC=CC=2)(C2C=CC=CC=2)C2C=CC=CC=2)[P](C2C=CC=CC=2)(C2C=CC=CC=2)C2C=CC=CC=2)(C2C=CC=CC=2)C2C=CC=CC=2)=CC=1>[Br:8][C:5]1[CH:6]=[CH:7][C:2]([C:10]2[CH:11]=[CH:12][O:22][C:9]=2[CH:15]=[O:18])=[CH:3][CH:4]=1 |f:2.3.4,^1:26,28,47,66|. Reactants: C(C)(C)(C)OC(=O)N1CCC(CC1)CO (4-hydroxymethyl-piperidine-1-carboxylic acid tert-butyl ester), C(Br)(Br)(Br)Br (carbon tetrabromide), C1(=CC=CC=C1)P(C1=CC=CC=C1)C1=CC=CC=C1 (Triphenylphosphine). The solvent is C(Cl)Cl (CH2Cl2). Reaction conditions: temperature 25 celsius, time 1 hour. The product is C(C)(C)(C)OC(=O)N1CCC(CC1)CBr (4-bromomethyl-piperidine-1-carboxylic acid tert-butyl ester). RXN SMILES: [C:1]([O:5][C:6]([N:8]1[CH2:13][CH2:12][CH:11]([CH2:14]O)[CH2:10][CH2:9]1)=[O:7])([CH3:4])([CH3:3])[CH3:2].C(Br)(Br)(Br)[Br:17].C1(P(C2C=CC=CC=2)C2C=CC=CC=2)C=CC=CC=1>C(Cl)Cl>[C:1]([O:5][C:6]([N:8]1[CH2:13][CH2:12][CH:11]([CH2:14][Br:17])[CH2:10][CH2:9]1)=[O:7])([CH3:4])([CH3:3])[CH3:2]. Reported procedure: A solution of 4-hydroxymethyl-piperidine-1-carboxylic acid tert-butyl ester (2.30 g, 10.7 mmol) and carbon tetrabromide (4.43 g, 13.4 mmol) in CH2Cl2 (40 mL) is cooled to 0° C. Triphenylphosphine (4.21 g, 16.0 mmol) is added and the reaction is stirred at 25° C. for 1 h. The reaction is concentrated and ether is added to the residue. The mixture is filtered and washed with ether. The filtrate is concentrated and purified by column chromatography (silica, 20% EtOAc/hexane) to provide 4-bromomethy...